This data is from the Open Reaction Database (ORD), a public repository of structured organic reaction records. The task is: describe an organic reaction: reactants, conditions, products, and yield Reactants: ClC1=C(C=C2C(C(=C3N(C2=C1)CCS3)C(=O)O)=O)F (8-chloro-7-fluoro-5-oxo-1,2-dihydro-5H-thiazolo(3,2-a)-quinoline-4-carboxylic acid), CN1CCNCC1 (N-methylpiperazine), CN1CCNCC1 (N-methylpiperazine). Solvent: N1=CC=CC=C1 (pyridine). Product: FC=1C=C2C(C(=C3N(C2=CC1N1CCN(CC1)C)CCS3)C(=O)O)=O (7-Fluoro-8-(4-methyl-1-piperazinyl)-5-oxo-1,2-dihydro-5H-thiazolo(3,2-a)-quinoline-4-carboxylic acid). Reaction SMILES: Cl[C:2]1[CH:11]=[C:10]2[C:5]([C:6](=[O:18])[C:7]([C:15]([OH:17])=[O:16])=[C:8]3[S:14][CH2:13][CH2:12][N:9]32)=[CH:4][C:3]=1[F:19].[CH3:20][N:21]1[CH2:26][CH2:25][NH:24][CH2:23][CH2:22]1>N1C=CC=CC=1>[F:19][C:3]1[CH:4]=[C:5]2[C:10](=[CH:11][C:2]=1[N:24]1[CH2:25][CH2:26][N:21]([CH3:20])[CH2:22][CH2:23]1)[N:9]1[CH2:12][CH2:13][S:14][C:8]1=[C:7]([C:15]([OH:17])=[O:16])[C:6]2=[O:18]. Procedure: A mixture of 1 gram (3.3 mmol) of 8-chloro-7-fluoro-5-oxo-1,2-dihydro-5H-thiazolo(3,2-a)-quinoline-4-carboxylic acid, 1.65 g. (0.0165 mol) of N-methylpiperazine and 20 ml of pyridine was heated to reflux. After twelve hours, 1.65 g. (0.0165 mol) of N-methylpiperazine was added thereto again and the heating to reflux was continued for twelve hours. When the reaction was completed, the mixture was allowed to cool to a room temperature, crystals separated out therefrom were collected by filtration,... The reactants are CN(C)C=O, CC(C)c1cccc(C(C)C)c1N, O=C(Cl)C(=O)Cl, ClCCl, O=C(O)CC1c2ccccc2Oc2ccccc21, c1ccncc1. Product: CC(C)c1cccc(C(C)C)c1NC(=O)CC1c2ccccc2Oc2ccccc21. Reaction SMILES: [CH3:25][N:26]([CH3:27])[CH:28]=[O:29].[CH3:30][CH:31]([CH3:32])[c:33]1[c:34]([NH2:35])[c:36]([CH:40]([CH3:41])[CH3:42])[cH:37][cH:38][cH:39]1.[Cl:19][C:20]([C:21]([Cl:22])=[O:23])=[O:24].[Cl:43][CH2:44][Cl:45].[cH:1]1[cH:2][cH:3][cH:4][c:5]2[c:14]1[CH:13]([CH2:15][C:16](=[O:17])[OH:18])[c:12]1[c:7]([cH:8][cH:9][cH:10][cH:11]1)[O:6]2.[cH:46]1[cH:47][cH:48][n:49][cH:50][cH:51]1>>[cH:1]1[cH:2][cH:3][cH:4][c:5]2[c:14]1[CH:13]([CH2:15][C:16](=[O:17])[NH:35][c:34]1[c:33]([CH:31]([CH3:30])[CH3:32])[cH:39][cH:38][cH:37][c:36]1[CH:40]([CH3:41])[CH3:42])[c:12]1[c:7]([cH:8][cH:9][cH:10][cH:11]1)[O:6]2. Reactants: ClCCl, CC(C)(C)OC(=O)N1CCN(c2ccc3nnc(C(F)(F)F)n3c2)CC1, O=C(O)C(F)(F)F. Yields the product FC(F)(F)c1nnc2ccc(N3CCNCC3)cn12. As a reaction SMILES: [Cl:34][CH2:35][Cl:36].[F:8][C:9]([c:10]1[n:11][n:12][c:13]2[n:14]1[cH:15][c:16]([N:19]1[CH2:20][CH2:21][N:22]([C:25]([O:26][C:27]([CH3:28])([CH3:29])[CH3:30])=[O:31])[CH2:23][CH2:24]1)[cH:17][cH:18]2)([F:32])[F:33].[OH:1][C:2]([C:3]([F:4])([F:5])[F:6])=[O:7]>>[F:8][C:9]([c:10]1[n:11][n:12][c:13]2[n:14]1[cH:15][c:16]([N:19]1[CH2:20][CH2:21][NH:22][CH2:23][CH2:24]1)[cH:17][cH:18]2)([F:32])[F:33]. The reactants are O=C([O-])[O-], CN(C)C=O, CC(O)CCCCCl, [H-], CI, [K+], [K+], [Na+], O. The product is COC(C)CCCCCl. RXN SMILES: [C:9](=[O:10])([O-:11])[O-:12].[CH3:20][N:21]([CH3:22])[CH:23]=[O:24].[Cl:1][CH2:2][CH2:3][CH2:4][CH2:5][CH:6]([CH3:7])[OH:8].[H-:17].[I:15][CH3:16].[K+:13].[K+:14].[Na+:18].[OH2:19]>>[Cl:1][CH2:2][CH2:3][CH2:4][CH2:5][CH:6]([CH3:7])[O:8][CH3:9]. Reactants: ClCCl, Oc1cc(C(F)(F)F)nc(C(F)(F)F)c1, BrP(Br)Br. The product is FC(F)(F)c1cc(Br)cc(C(F)(F)F)n1. As a reaction SMILES: [CH2:20]([Cl:21])[Cl:22].[F:1][C:2]([c:3]1[n:4][c:5]([C:10]([F:11])([F:12])[F:13])[cH:6][c:7]([OH:9])[cH:8]1)([F:14])[F:15].[P:16]([Br:17])([Br:18])[Br:19]>>[F:1][C:2]([c:3]1[n:4][c:5]([C:10]([F:11])([F:12])[F:13])[cH:6][c:7]([Br:17])[cH:8]1)([F:14])[F:15].